From a dataset of the Open Reaction Database (ORD), a public repository of structured organic reaction records. describe an organic reaction: reactants, conditions, products, and yield The reactants are FC1=CC(=C(C=C1)B(O)O)OC (4-fluoro-2-methoxyphenylboronic acid), P(=O)([O-])([O-])[O-].[K+].[K+].[K+] (tripotassium phosphate), BrC1=CN(C2=CC(=CC=C12)S(=O)(=O)N(C1=NC=NS1)CC1=C(C=C(C=C1)OC)OC)C (3-bromo-N-(2,4-dimethoxybenzyl)-1-methyl-N-(1,2,4-thiadiazol-5-yl)-1H-indole-6-sulfonamide), BrC1=CN(C2=CC(=CC=C12)S(=O)(=O)N(C1=NC=NS1)CC1=C(C=C(C=C1)OC)OC)C (3-bromo-N-(2,4-dimethoxybenzyl)-1-methyl-N-(1,2,4-thiadiazol-5-yl)-1H-indole-6-sulfonamide), Pd(AmPhos)2Cl2, FC(C(=O)O)(F)F (trifluoroacetic acid). Solvent: O (water), O1CCOCC1 (dioxane), ClCCl (dichloromethane). Conditions: temperature 100 celsius, time 2 hour. Yields the product FC1=CC(=C(C=C1)C1=CN(C2=CC(=CC=C12)S(=O)(=O)NC1=NC=NS1)C)OC (3-(4-fluoro-2-methoxyphenyl)-1-methyl-N-(1,2,4-thiadiazol-5-yl)-1H-indole-6-sulfonamide). Reaction SMILES: [F:1][C:2]1[CH:7]=[CH:6][C:5](B(O)O)=[C:4]([O:11][CH3:12])[CH:3]=1.Br[C:14]1[C:22]2[C:17](=[CH:18][C:19]([S:23]([N:26](CC3C=CC(OC)=CC=3OC)[C:27]3[S:31][N:30]=[CH:29][N:28]=3)(=[O:25])=[O:24])=[CH:20][CH:21]=2)[N:16]([CH3:43])[CH:15]=1.P([O-])([O-])([O-])=O.[K+].[K+].[K+].FC(F)(F)C(O)=O>O1CCOCC1.O.ClCCl>[F:1][C:2]1[CH:7]=[CH:6][C:5]([C:14]2[C:22]3[C:17](=[CH:18][C:19]([S:23]([NH:26][C:27]4[S:31][N:30]=[CH:29][N:28]=4)(=[O:24])=[O:25])=[CH:20][CH:21]=3)[N:16]([CH3:43])[CH:15]=2)=[C:4]([O:11][CH3:12])[CH:3]=1 |f:2.3.4.5|. Procedure details: To a vial containing 4-fluoro-2-methoxyphenylboronic acid (0.075 g, 0.450 mmol) was added a solution of 3-bromo-N-(2,4-dimethoxybenzyl)-1-methyl-N-(1,2,4-thiadiazol-5-yl)-1H-indole-6-sulfonamide (Intermediate D) (0.100 g, 0.191 mmol) and Pd(AmPhos)2Cl2 (0.014 g, 0.019 mmol) in 1 mL of dioxane. A solution of tripotassium phosphate (0.142 g, 0.669 mmol) in 318 μL of water was added, and the vial was sealed and placed in a heated shaker block. The vial was shaken for 2 hours at 100° C. The vial was... The reactants are O=C([O-])[O-], CC#N, C1CC2CC2N1, O=C(c1cc2cc(OCCCCl)ccc2[nH]1)N1CCOCC1, Cl, [K+], [K+]. Yields the product O=C(c1cc2cc(OCCCN3CCC4CC43)ccc2[nH]1)N1CCOCC1. RXN SMILES: [C:8](=[O:9])([O-:10])[O-:11].[CH3:36][C:37]#[N:38].[CH:2]12[NH:3][CH2:4][CH2:5][CH:6]1[CH2:7]2.[Cl:14][CH2:15][CH2:16][CH2:17][O:18][c:19]1[cH:20][c:21]2[cH:22][c:23]([C:28](=[O:29])[N:30]3[CH2:31][CH2:32][O:33][CH2:34][CH2:35]3)[nH:24][c:25]2[cH:26][cH:27]1.[ClH:1].[K+:12].[K+:13]>>[CH:2]12[N:3]([CH2:15][CH2:16][CH2:17][O:18][c:19]3[cH:20][c:21]4[cH:22][c:23]([C:28](=[O:29])[N:30]5[CH2:31][CH2:32][O:33][CH2:34][CH2:35]5)[nH:24][c:25]4[cH:26][cH:27]3)[CH2:4][CH2:5][CH:6]1[CH2:7]2. Starting materials: ClC1=CC=C2C(=CNC2=C1)C(=O)N1CCC(CC1)C1=C(C=CC=C1)F ((6-chloro-1H-indol-3-yl)-[4-(2-fluoro-phenyl)-piperidin-1-yl]-methanone), ClCCN(C)C ((2-chloro-ethyl)-dimethyl-amine). The product is ClC1=CC=C2C(=CN(C2=C1)CCN(C)C)C(=O)N1CCC(CC1)C1=C(C=CC=C1)F ([6-Chloro-1-(2-dimethylamino-ethyl)-1H-indol-3-yl]-[4-(2-fluoro-phenyl)-piperidin-1-yl]-methanone). RXN SMILES: [Cl:1][C:2]1[CH:10]=[C:9]2[C:5]([C:6]([C:11]([N:13]3[CH2:18][CH2:17][CH:16]([C:19]4[CH:24]=[CH:23][CH:22]=[CH:21][C:20]=4[F:25])[CH2:15][CH2:14]3)=[O:12])=[CH:7][NH:8]2)=[CH:4][CH:3]=1.Cl[CH2:27][CH2:28][N:29]([CH3:31])[CH3:30]>>[Cl:1][C:2]1[CH:10]=[C:9]2[C:5]([C:6]([C:11]([N:13]3[CH2:18][CH2:17][CH:16]([C:19]4[CH:24]=[CH:23][CH:22]=[CH:21][C:20]=4[F:25])[CH2:15][CH2:14]3)=[O:12])=[CH:7][N:8]2[CH2:27][CH2:28][N:29]([CH3:31])[CH3:30])=[CH:4][CH:3]=1. Procedure: Following general procedure II, the alkylation of (6-chloro-1H-indol-3-yl)-[4-(2-fluoro-phenyl)-piperidin-1-yl]-methanone (preparation described herein), with (commercially available) (2-chloro-ethyl)-dimethyl-amine gave the title compound. The reactants are FCC1(OC2=C(C(=C1)C1=NC=CC=C1)C=C(C=C2)[N+](=O)[O-])CF (2,2-bisfluoromethyl-6-nitro-4-(2-pyridyl)-2H-1-benzopyran), C(Cl)Cl (methylene chloride), C1(=C(C(=CC(=C1)C)C)S(=O)(=O)NO)C ((0-mesitylenesulfonyl)hydroxylamine), C(Cl)Cl (methylene chloride). Run in CCOCC (ether). The product is C1(=C(C(=CC(=C1)C)C)S(=O)(=O)[O-])C.N[N+]1=C(C=CC=C1)C1=CC(OC2=C1C=C(C=C2)[N+](=O)[O-])(CF)CF (N-amino-2-(2,2-bisfluoromethyl-6-nitro-2H-1-benzopyran-4-yl)pyridinium mesitylenesulfonate). The yield is 143.2%. RXN SMILES: [F:1][CH2:2][C:3]1([CH2:22][F:23])[CH:8]=[C:7]([C:9]2[CH:14]=[CH:13][CH:12]=[CH:11][N:10]=2)[C:6]2[CH:15]=[C:16]([N+:19]([O-:21])=[O:20])[CH:17]=[CH:18][C:5]=2[O:4]1.C(Cl)Cl.[C:27]1([CH3:40])[CH:32]=[C:31]([CH3:33])[CH:30]=[C:29]([CH3:34])[C:28]=1[S:35]([NH:38]O)(=[O:37])=[O:36]>CCOCC>[C:27]1([CH3:40])[CH:32]=[C:31]([CH3:33])[CH:30]=[C:29]([CH3:34])[C:28]=1[S:35]([O-:4])(=[O:37])=[O:36].[NH2:38][N+:10]1[CH:11]=[CH:12][CH:13]=[CH:14][C:9]=1[C:7]1[C:6]2[CH:15]=[C:16]([N+:19]([O-:21])=[O:20])[CH:17]=[CH:18][C:5]=2[O:4][C:3]([CH2:2][F:1])([CH2:22][F:23])[CH:8]=1 |f:4.5|. Reported procedure: To a mixture of 200 mg of 2,2-bisfluoromethyl-6-nitro-4-(2-pyridyl)-2H-1-benzopyran and 2 ml of methylene chloride was added dropwise a mixture of 135 mg of (0-mesitylenesulfonyl)hydroxylamine and 3 ml of methylene chloride at room temperature with stirring. The mixture was stirred for 1 hour and ether was added thereto. The separated crystal was collected by filtration to obtain 240 mg of N-amino-2-(2,2-bisfluoromethyl-6-nitro-2H-1-benzopyran-4-yl)pyridinium mesitylenesulfonate. To a mixture of...